This data is from the Open Reaction Database (ORD), a public repository of structured organic reaction records. The task is: describe an organic reaction: reactants, conditions, products, and yield The reactants are C1=C(C=CC2=CC=CC=C12)C1=CC=C2C=CC3=CC=CC4=CC=C1C2=C34 (1-(2-naphthyl)pyrene), BrN1C(CCC1=O)=O (N-bromosuccinimide), CN(C=O)C (dimethylformamide). The solvent is O (water). Reaction conditions: temperature 50 celsius, time 7.5 hour. The product is BrC1=CC=C2C=CC3=C(C=CC4=CC=C1C2=C34)C3=CC4=CC=CC=C4C=C3 (1-bromo-6-(2-naphthyl)pyrene). Yield: 21.5%. RXN SMILES: [CH:1]1[C:10]2[C:5](=[CH:6][CH:7]=[CH:8][CH:9]=2)[CH:4]=[CH:3][C:2]=1[C:11]1[C:24]2[C:25]3=[C:26]4[C:21](=[CH:22][CH:23]=2)[CH:20]=[CH:19][CH:18]=[C:17]4[CH:16]=[CH:15][C:14]3=[CH:13][CH:12]=1.[Br:27]N1C(=O)CCC1=O.CN(C)C=O>O>[Br:27][C:18]1[C:17]2[C:26]3=[C:25]4[C:14](=[CH:15][CH:16]=2)[CH:13]=[CH:12][C:11]([C:2]2[CH:3]=[CH:4][C:5]5[C:10](=[CH:9][CH:8]=[CH:7][CH:6]=5)[CH:1]=2)=[C:24]4[CH:23]=[CH:22][C:21]3=[CH:20][CH:19]=1. Procedure details: Next, a mixed solution of 7.5 g of 1-(2-naphthyl)pyrene, 4.1 g of N-bromosuccinimide and 115 ml of dimethylformamide was heated with stirring under a nitrogen gas flow at 50° C. for 7.5 hours. After cooling the solution to room temperature, 100 ml of water was injected, followed by stirring at room temperature for 0.5 hours. The precipitated solid was collected by filtration, washed twice with 100 ml of water and then washed twice with 100 ml of methanol. The solid was washed three times with 50...